Task: describe an organic reaction: reactants, conditions, products, and yield. Dataset: the Open Reaction Database (ORD), a public repository of structured organic reaction records Reactants: NC1=NC(=C2NC=NC2=N1)Cl (2-Amino-6-chloropurine), C(C)#N (acetonitrile), CNCCC (N-Methylpropylamine), O (water). Conditions: temperature 75 celsius, time 24 hour. Yields the product NC1=NC(=C2N=CN(C2=N1)NCCC)C (2-Amino-6-methylpropylamino-9H-purine). Reaction SMILES: [NH2:1][C:2]1[N:10]=[C:9]2[C:5]([NH:6][CH:7]=[N:8]2)=[C:4](Cl)[N:3]=1.C[NH:13][CH2:14][CH2:15][CH3:16].O.[C:18](#N)C>>[NH2:1][C:2]1[N:10]=[C:9]2[C:5]([N:6]=[CH:7][N:8]2[NH:13][CH2:14][CH2:15][CH3:16])=[C:4]([CH3:18])[N:3]=1. Procedure: 2-Amino-6-chloropurine (Sigma, lot #69F4064, 6.0 g, 35.4 mmol) was suspended in 75mL acetonitrile. N-Methylpropylamine (Aldrich, lot #00923AW. 10.0 g, 136.7 mmol) was added and the reaction stirred at 75° C. for 24 hours. The solvents were evaporated to give an oil. Stirring the oil with water yielded a solid which was filtered and dried to give 5.9 g (28.6 mmol, 81%); mp=181°C. The reactants are FCC(CC(=O)O)NC(=O)OC(C)(C)C (4-Fluoro-3-tert-butoxycarbonylamino-1-butanoic acid), Cl (hydrogen chloride). Run in CCOCC (ether). The product is Cl.FCC(CC(=O)O)N (4-fluoro-3-amino-1-butanoic acid hydrochloride). The yield is 68.0%. RXN SMILES: [F:1][CH2:2][CH:3]([NH:8]C(OC(C)(C)C)=O)[CH2:4][C:5]([OH:7])=[O:6].[ClH:16]>CCOCC>[ClH:16].[F:1][CH2:2][CH:3]([NH2:8])[CH2:4][C:5]([OH:7])=[O:6] |f:3.4|. Procedure: 4-Fluoro-3-tert-butoxycarbonylamino-1-butanoic acid (545 mg, 2.46 mmoles) is dissolved in dry ether (20 ml) saturated with hydrogen chloride gas. After a few minutes, the solution becomes turbid and white crystals start to precipitate. Recrystallization from ethanol by addition of diethylether affords 4-fluoro-3-amino-1-butanoic acid hydrochloride (265 mg, 68%), m.p. 152°-153° C. (dec).